Dataset: the Open Reaction Database (ORD), a public repository of structured organic reaction records. Task: describe an organic reaction: reactants, conditions, products, and yield Reactants: C1COCCOCCOCCOCCO1, COC(=O)c1ccc(CCl)cc1-c1ccccc1C, CCOC(C)=O, [H-], [Na+], CN(C)C=O, OCc1ccc(-c2ccccc2)o1. Product: COC(=O)c1ccc(COCc2ccc(-c3ccccc3)o2)cc1-c1ccccc1C. RXN SMILES: [CH2:16]1[O:17][CH2:18][CH2:19][O:20][CH2:21][CH2:22][O:23][CH2:24][CH2:25][O:26][CH2:27][CH2:28][O:29][CH2:30]1.[CH3:31][O:32][C:33]([c:34]1[c:35](-[c:42]2[c:43]([CH3:48])[cH:44][cH:45][cH:46][cH:47]2)[cH:36][c:37]([CH2:40][Cl:41])[cH:38][cH:39]1)=[O:49].[CH3:55][CH2:56][O:57][C:58](=[O:59])[CH3:60].[H-:15].[Na+:14].[O:50]=[CH:51][N:52]([CH3:53])[CH3:54].[c:1]1(-[c:7]2[cH:8][cH:9][c:10]([CH2:12][OH:13])[o:11]2)[cH:2][cH:3][cH:4][cH:5][cH:6]1>>[c:1]1(-[c:7]2[cH:8][cH:9][c:10]([CH2:12][O:13][CH2:40][c:37]3[cH:36][c:35](-[c:42]4[c:43]([CH3:48])[cH:44][cH:45][cH:46][cH:47]4)[c:34]([C:33]([O:32][CH3:31])=[O:49])[cH:39][cH:38]3)[o:11]2)[cH:2][cH:3][cH:4][cH:5][cH:6]1.